This data is from the Open Reaction Database (ORD), a public repository of structured organic reaction records. The task is: describe an organic reaction: reactants, conditions, products, and yield Reactants: [Y] (yttrium), [Y] (yttrium), P(O)(O)(O)=O (phosphoric acid), P(O)(O)(O)=O (phosphoric acid), [O-2].[Y+3].[O-2].[O-2].[Y+3] (yttrium oxide). Product: P(=O)([O-])([O-])[O-].[Y+3] (yttrium phosphate), [O-2].[Y+3].[O-2].[O-2].[Y+3] (yttrium oxide). As a reaction SMILES: [P:1](=[O:5])([OH:4])([OH:3])[OH:2].[Y:6].[O-2:7].[Y+3].[O-2].[O-2].[Y+3]>>[P:1]([O-:5])([O-:4])([O-:3])=[O:2].[Y+3:6].[O-2:7].[Y+3:6].[O-2:2].[O-2:2].[Y+3:6] |f:2.3.4.5.6,7.8,9.10.11.12.13|. Reported procedure: Generally, a 75 to 85 weight percent solution of phosphoric acid is added to the slurry over a period of about 15 minutes to about 90 minutes as the slurry is continuously agitated and maintained at a temperature that typically ranges between about 20° C. and about 70° C. The amount of the phosphoric acid added to the slurry is usually about 1.5 molar percent less than the amount of the yttrium compound present in the slurry. When the yttrium compound used is yttrium oxide, the reaction takes pl...